The task is: describe an organic reaction: reactants, conditions, products, and yield. This data is from the Open Reaction Database (ORD), a public repository of structured organic reaction records. The reactants are CC(C)(C)OC(=O)N1CCNCC1, CCN=C=NCCCN(C)C, CCOC(C)=O, CCN(C(C)C)C(C)C, CN(C)C=O, O=C(O)c1ccc2nc[nH]c2c1. RXN SMILES: [C:13](=[O:14])([O:15][C:16]([CH3:17])([CH3:18])[CH3:19])[N:20]1[CH2:21][CH2:22][NH:23][CH2:24][CH2:25]1.[CH2:35]([N:36]=[C:37]=[N:38][CH2:39][CH2:40][CH2:41][N:42]([CH3:43])[CH3:44])[CH3:45].[CH3:51][CH2:52][O:53][C:54](=[O:55])[CH3:56].[CH:26]([N:27]([CH2:28][CH3:29])[CH:30]([CH3:31])[CH3:32])([CH3:33])[CH3:34].[O:46]=[CH:47][N:48]([CH3:49])[CH3:50].[n:1]1[cH:2][nH:3][c:4]2[c:5]1[cH:6][cH:7][c:8]([C:10](=[O:11])[OH:12])[cH:9]2>>[nH:1]1[cH:2][n:3][c:4]2[c:5]1[cH:6][cH:7][c:8]([C:10](=[O:12])[N:23]1[CH2:22][CH2:21][N:20]([C:13](=[O:14])[O:15][C:16]([CH3:17])([CH3:18])[CH3:19])[CH2:25][CH2:24]1)[cH:9]2. The product is CC(C)(C)OC(=O)N1CCN(C(=O)c2ccc3[nH]cnc3c2)CC1. Reactants: C(C)(C)(C)OC(=O)NCCCC1=C(C=CC=C1)OCC1=CC=CC=C1 (N-(tert-butoxycarbonyl)-3-[2-(benzyloxy)phenyl]propylamine), [H][H] (hydrogen), [H][H] (hydrogen). Reagents/catalysts: [Pd] (palladium-on-carbon). Run in C(C)O (ethanol). Yields the product C(C)(C)(C)OC(=O)NCCCC1=C(C=CC=C1)O (2-[3-(tert-butoxycarbonylamino)propyl]phenol). The yield is 88.6%. Reaction SMILES: [C:1]([O:5][C:6]([NH:8][CH2:9][CH2:10][CH2:11][C:12]1[CH:17]=[CH:16][CH:15]=[CH:14][C:13]=1[O:18]CC1C=CC=CC=1)=[O:7])([CH3:4])([CH3:3])[CH3:2].[H][H]>[Pd].C(O)C>[C:1]([O:5][C:6]([NH:8][CH2:9][CH2:10][CH2:11][C:12]1[CH:17]=[CH:16][CH:15]=[CH:14][C:13]=1[OH:18])=[O:7])([CH3:4])([CH3:2])[CH3:3]. Procedure: A mixture of 4.64 g (14.1 mmol) of N-(tert-butoxycarbonyl)-3-[2-(benzyloxy)phenyl]propylamine, 1.0 g. of 5% palladium-on-carbon catalyst and 95 ml of ethanol was hydrogenated by shaking in a Parr apparatus using an initial pressure of 40 psi of hydrogen for 24 hours until hydrogen uptake was completed. The mixture was filtered and the filtrate was concentrated. The residue was chromatographed on a silica gel column which was eluted with a 5 to 20% gradient of ethyl acetate in hexane to give 3.14...